Dataset: the Open Reaction Database (ORD), a public repository of structured organic reaction records. Task: describe an organic reaction: reactants, conditions, products, and yield The reactants are ClC=1C=NC=C(C1SC1=C(C=C(S1)C(=O)O)[N+](=O)[O-])Cl (5-[(3,5-dichloro-4-pyridyl)sulfanyl]-4-nitro-thiophene-2-carboxylic acid), CC1(NC(CC(C1)N)(C)C)C (2,2,6,6-tetramethylpiperidin-4-amine). The product is ClC=1C=NC=C(C1SC1=C(C=C(S1)C(=O)NC1CC(NC(C1)(C)C)(C)C)[N+](=O)[O-])Cl (5-((3,5-dichloropyridin-4-yl)thio)-4-nitro-N-(2,2,6,6-tetramethylpiperidin-4-yl)thiophene-2-carboxamide), solid. The yield is 17.0%. As a reaction SMILES: [Cl:1][C:2]1[CH:3]=[N:4][CH:5]=[C:6]([Cl:20])[C:7]=1[S:8][C:9]1[S:13][C:12]([C:14]([OH:16])=O)=[CH:11][C:10]=1[N+:17]([O-:19])=[O:18].[CH3:21][C:22]1([CH3:31])[CH2:27][CH:26]([NH2:28])[CH2:25][C:24]([CH3:30])([CH3:29])[NH:23]1>>[Cl:20][C:6]1[CH:5]=[N:4][CH:3]=[C:2]([Cl:1])[C:7]=1[S:8][C:9]1[S:13][C:12]([C:14]([NH:28][CH:26]2[CH2:27][C:22]([CH3:31])([CH3:21])[NH:23][C:24]([CH3:30])([CH3:29])[CH2:25]2)=[O:16])=[CH:11][C:10]=1[N+:17]([O-:19])=[O:18]. Reported procedure: Prepared according to the procedure described for example 70 from 5-[(3,5-dichloro-4-pyridyl)sulfanyl]-4-nitro-thiophene-2-carboxylic acid (150 mg, 0.43 mmol) and 2,2,6,6-tetramethylpiperidin-4-amine (81.0 mg, 0.51 mmol). The title compound was obtained as a solid (35.0 mg, 17% yield). 1H NMR (400 MHz, d6-DMSO) δ: 8.99 (2H, m), 8.81 (1H, m), 8.47 (1H, s), 7.81 (1H, m), 4.18 (1H, m), 1.96 (2H, m), 1.51 (2H, m), 1.39 (12H, m). MS m/z: 487.25, 489.27 [M+H]+. The reactants are CC(=O)[O-], CC(C)(C)OC(=O)CCCCOc1cnc(Cl)nc1, CC(=O)[O-], CCC1CC(N)c2cc(C(F)(F)F)ccc2N1, CCOC(C)=O, CC(C)(C)[O-], Cc1ccccc1, [Na+], O, [Pd+2], c1ccc(P(c2ccccc2)c2ccc3ccccc3c2-c2c(P(c3ccccc3)c3ccccc3)ccc3ccccc23)cc1. Product: CCC1CC(Nc2ncc(OCCCCC(=O)OC(C)(C)C)cn2)c2cc(C(F)(F)F)ccc2N1. Reaction SMILES: [C:101]([O-:102])(=[O:103])[CH3:104].[C:1]([CH3:2])([CH3:3])([CH3:4])[O:5][C:6]([CH2:7][CH2:8][CH2:9][CH2:10][O:11][c:12]1[cH:13][n:14][c:15]([Cl:18])[n:16][cH:17]1)=[O:19].[C:96]([O-:97])(=[O:98])[CH3:99].[CH2:66]([CH3:67])[CH:68]1[NH:69][c:70]2[cH:71][cH:72][c:73]([C:79]([F:80])([F:81])[F:82])[cH:74][c:75]2[CH:76]([NH2:78])[CH2:77]1.[CH3:105][CH2:106][O:107][C:108](=[O:109])[CH3:110].[CH3:83][C:84]([CH3:85])([O-:86])[CH3:87].[CH3:89][c:90]1[cH:91][cH:92][cH:93][cH:94][cH:95]1.[Na+:88].[OH2:111].[Pd+2:100].[c:20]1([P:21]([c:22]2[cH:23][cH:24][cH:25][cH:26][cH:27]2)[c:28]2[cH:29][cH:30][c:31]3[c:32]([cH:33][cH:34][cH:35][cH:36]3)[c:37]2-[c:38]2[c:39]3[c:40]([cH:41][cH:42][cH:43][cH:44]3)[cH:45][cH:46][c:47]2[P:48]([c:49]2[cH:50][cH:51][cH:52][cH:53][cH:54]2)[c:55]2[cH:56][cH:57][cH:58][cH:59][cH:60]2)[cH:61][cH:62][cH:63][cH:64][cH:65]1>>[C:1]([CH3:2])([CH3:3])([CH3:4])[O:5][C:6]([CH2:7][CH2:8][CH2:9][CH2:10][O:11][c:12]1[cH:13][n:14][c:15]([NH:78][CH:76]2[c:75]3[c:70]([cH:71][cH:72][c:73]([C:79]([F:80])([F:81])[F:82])[cH:74]3)[NH:69][CH:68]([CH2:66][CH3:67])[CH2:77]2)[n:16][cH:17]1)=[O:19].